Task: describe an organic reaction: reactants, conditions, products, and yield. Dataset: the Open Reaction Database (ORD), a public repository of structured organic reaction records The yield is 55.8%. Run in C(Cl)Cl (methylene chloride), C(Cl)Cl (methylene chloride), C(Cl)Cl (methylene chloride). Product: C(C)(=O)C=1C(=C2C(CCSC2=C(C1)C)(C)C)Cl (6-acetyl-5-chloro-4,4,8-trimethylthiochroman). RXN SMILES: [Cl-].[Al+3].[Cl-].[Cl-].[C:5](Cl)(=[O:7])[CH3:6].[Cl:9][C:10]1[CH:19]=[CH:18][C:17]([CH3:20])=[C:16]2[C:11]=1[C:12]([CH3:22])([CH3:21])[CH2:13][CH2:14][S:15]2>C(Cl)Cl>[C:5]([C:19]1[C:10]([Cl:9])=[C:11]2[C:16](=[C:17]([CH3:20])[CH:18]=1)[S:15][CH2:14][CH2:13][C:12]2([CH3:22])[CH3:21])(=[O:7])[CH3:6] |f:0.1.2.3|. Procedure details: 3.2 Grams (24 mmol) of anhydrous aluminum chloride was suspended in 20 ml of methylene chloride, and a solution of 1.9 g (24 mmol) of acetyl chloride in 10 ml of methylene chloride was dropwise added with cooling with ice. The mixture was stirred until the reaction mixture was homogeneous, and a solution of 4.5 g (20 mmol) of 5-chloro-4,4,8-trimethylthiochroman in 10 ml of methylene chloride was added. The mixture was allowed to react at room temperature for 1 hour. After the completion of the r... Starting materials: C(C)(=O)Cl (acetyl chloride), ClC1=C2C(CCSC2=C(C=C1)C)(C)C (5-chloro-4,4,8-trimethylthiochroman), [Cl-].[Al+3].[Cl-].[Cl-] (aluminum chloride), ice water. Starting materials: C1(=CC=CC=C1)C1CCC(CC1)=NO (4Phenylcyclohexanone Oxime), [BH4-].[Na+] (sodium borohydride). The reagents and catalysts are [Ni](Cl)Cl (nickel chloride). The solvent is CO (methanol). Run at temperature -30 celsius, time 30 minute. The product is C1(=CC=CC=C1)C1CCC(CC1)N (4Phenylcyclohexylamine). Yield: 67.8%. As a reaction SMILES: [C:1]1([CH:7]2[CH2:12][CH2:11][C:10](=[N:13]O)[CH2:9][CH2:8]2)[CH:6]=[CH:5][CH:4]=[CH:3][CH:2]=1.[BH4-].[Na+]>CO.[Ni](Cl)Cl>[C:1]1([CH:7]2[CH2:8][CH2:9][CH:10]([NH2:13])[CH2:11][CH2:12]2)[CH:6]=[CH:5][CH:4]=[CH:3][CH:2]=1 |f:1.2|. Reported procedure: To a stirred solution of Intermediate 13 (5.1 g) and nickel chloride (12.8 g) in methanol (40 ml) at −30° C., was added sodium borohydride (10.2 g). The reaction was stirred at −30° C. for 30 min, before being stirred at room temperature for 16 h. The solvent was removed in vacuo, and the black slurry was dissolved in aqueous hydrochloric acid (2M, 300 ml), and washed with ethyl acetate (3×200 ml). The aqueous layer was then basified to pH 10 using solid sodium hydroxide, and EDTA added until th... Reactants: S(C)(=O)(=O)OCC(COS(C)(=O)=O)NC(=O)OC(C)(C)C (N-(tert-butyloxycarbonyl)-2-amino-1,3-propanediol dimesylate), [S-2].[Na+].[Na+] (sodium sulfide). The solvent is C(C)O (ethanol). Conditions: temperature 60 celsius, time 45 minute. Yields the product C(C)(C)(C)OC(=O)NC1CSC1 (N-(tert-butyloxycarbonyl)-3-thietanamine). Reaction SMILES: S(O[CH2:6][CH:7]([NH:14][C:15]([O:17][C:18]([CH3:21])([CH3:20])[CH3:19])=[O:16])[CH2:8]OS(=O)(=O)C)(=O)(=O)C.[S-2:22].[Na+].[Na+]>C(O)C>[C:18]([O:17][C:15]([NH:14][CH:7]1[CH2:8][S:22][CH2:6]1)=[O:16])([CH3:21])([CH3:20])[CH3:19] |f:1.2.3|. Procedure: A solution of N-(tert-butyloxycarbonyl)-2-amino-1,3-propanediol dimesylate [prepared according to E. Benoist et al., Synthesis 1998, (8), 1113-1118] (25 g, 72.0 mmol) in ethanol (375 ml) is treated with sodium sulfide (Na2S.xH2O 32-38%, 16.82 g, ˜75.4 mmol) and the mixture is stirred at a temperature of 50° C. (bath 60° C.) for 45 minutes. The cooled reaction mixture is concentrated under reduced pressure and the solid residue poured into water, extracted with Et2O, the combined organic layers w... Starting materials: ClC1=CC=C(CC2C(CCC3=CC=C(C=C23)C#N)NC(OC(C)(C)C)=O)C=C1 (Tert-butyl [1-(4-chlorobenzyl)-7-cyano-1,2,3,4-tetrahydronaphthalen-2-yl]carbamate). Reagents/catalysts: [Ni] (Raney nickel). Solvent: CO (methanol). Reaction conditions: time 4 hour. Product: NCC1=CC=C2CCC(C(C2=C1)CC1=CC=CC=C1)NC(OC(C)(C)C)=O (Tert-butyl [7-(aminomethyl)-1-benzyl-1,2,3,4-tetrahydronaphthalen-2-yl]carbamate). Reaction SMILES: Cl[C:2]1[CH:28]=[CH:27][C:5]([CH2:6][CH:7]2[C:16]3[C:11](=[CH:12][CH:13]=[C:14]([C:17]#[N:18])[CH:15]=3)[CH2:10][CH2:9][CH:8]2[NH:19][C:20](=[O:26])[O:21][C:22]([CH3:25])([CH3:24])[CH3:23])=[CH:4][CH:3]=1>CO.[Ni]>[NH2:18][CH2:17][C:14]1[CH:15]=[C:16]2[C:11]([CH2:10][CH2:9][CH:8]([NH:19][C:20](=[O:26])[O:21][C:22]([CH3:24])([CH3:23])[CH3:25])[CH:7]2[CH2:6][C:5]2[CH:4]=[CH:3][CH:2]=[CH:28][CH:27]=2)=[CH:12][CH:13]=1. Procedure: Tert-butyl [1-(4-chlorobenzyl)-7-cyano-1,2,3,4-tetrahydronaphthalen-2-yl]carbamate (52 mg, 0.131 mmol, cf. example 30d) were dissolved in methanol (5 mL). Raney nickel (about 30 mg) was added and the reaction mixture was stirred at room temperature for 4 h under an atmosphere of hydrogen. The catalyst was removed by filtration. The solvent was evaporated in vacuo. The crude product was used without further purification for the next step. Yield: 32 mg (0.087 mmol, 67%).